Dataset: the Open Reaction Database (ORD), a public repository of structured organic reaction records. Task: describe an organic reaction: reactants, conditions, products, and yield The reactants are NC(=O)c1cc(OCCNCc2ccccc2)ccc1O, CC(C)O, FC(F)(F)c1csc(-c2ccc(OCC3CO3)cc2)n1. Product: NC(=O)c1cc(OCCN(Cc2ccccc2)CC(O)COc2ccc(-c3nc(C(F)(F)F)cs3)cc2)ccc1O. Reaction SMILES: [CH2:21]([c:22]1[cH:23][cH:24][cH:25][cH:26][cH:27]1)[NH:28][CH2:29][CH2:30][O:31][c:32]1[cH:33][cH:34][c:35]([OH:41])[c:36]([C:37](=[O:38])[NH2:39])[cH:40]1.[CH:42]([OH:43])([CH3:44])[CH3:45].[O:1]1[CH:2]([CH2:3][O:4][c:5]2[cH:6][cH:7][c:8](-[c:11]3[s:12][cH:13][c:14]([C:16]([F:17])([F:18])[F:19])[n:15]3)[cH:9][cH:10]2)[CH2:20]1>>[OH:1][CH:2]([CH2:3][O:4][c:5]1[cH:6][cH:7][c:8](-[c:11]2[s:12][cH:13][c:14]([C:16]([F:17])([F:18])[F:19])[n:15]2)[cH:9][cH:10]1)[CH2:20][N:28]([CH2:21][c:22]1[cH:23][cH:24][cH:25][cH:26][cH:27]1)[CH2:29][CH2:30][O:31][c:32]1[cH:33][cH:34][c:35]([OH:41])[c:36]([C:37](=[O:38])[NH2:39])[cH:40]1. Reactants: [I-].CC(C)(C)C1=CC=2C=CC=3N(C2C=C1)C1=[N+](C=2C=CC(=CC2C=C1)F)C3 (10-(1,1-dimethylethyl)-3-fluoroimidazo[1,2-a:3,4-a']diquinolin-15-ium iodide), CN1C(CCC1)=O (N-methyl-2-pyrrolidinone), N1CCCC1 (pyrrolidine). Run in C(C)(=O)OCC (ethyl acetate). Product: [I-].CC(C)(C)C1=CC=2C=CC=3N(C2C=C1)C1=[N+](C=2C=CC(=CC2C=C1)N1CCCC1)C3 (10-(1,1-Dimethylethyl)-3-(1-pyrrolidinyl)imidazo[1,2-a:3,4-a']diquinolin-15-ium Iodide). As a reaction SMILES: [I-:1].[CH3:2][C:3]([C:6]1[CH:15]=[CH:14][C:13]2[N:12]3[C:16]4[CH:25]=[CH:24][C:23]5[CH:22]=[C:21](F)[CH:20]=[CH:19][C:18]=5[N+:17]=4[CH:27]=[C:11]3[CH:10]=[CH:9][C:8]=2[CH:7]=1)([CH3:5])[CH3:4].C[N:29]1[CH2:33][CH2:32][CH2:31][C:30]1=O.N1CCCC1>C(OCC)(=O)C>[I-:1].[CH3:2][C:3]([C:6]1[CH:15]=[CH:14][C:13]2[N:12]3[C:16]4[CH:25]=[CH:24][C:23]5[CH:22]=[C:21]([N:29]6[CH2:33][CH2:32][CH2:31][CH2:30]6)[CH:20]=[CH:19][C:18]=5[N+:17]=4[CH:27]=[C:11]3[CH:10]=[CH:9][C:8]=2[CH:7]=1)([CH3:5])[CH3:4] |f:0.1,5.6|. Procedure details: A mixture of 141 g. of 10-(1,1-dimethylethyl)-3-fluoroimidazo[1,2-a:3,4-a']diquinolin-15-ium iodide, 725 ml. of N-methyl-2-pyrrolidinone and 75 ml. of pyrrolidine is stirred and heated at reflux for 1 hour, then cooled and diluted with 3.6 l. of ethyl acetate. The resulting precipitate of 10-(1,1-dimethylethyl)-3-(1-pyrrolidinyl)imidazo[1,2-a:3,4-a']diquinolin-15-ium iodide is collected by filtration, washed with water and dried; m.p. >360° C. Reactants: ClC1=NC(=C(C(=N1)Cl)OCC(C(C)(C)C)O)N1CCOCC1 (1-(2,4-dichloro-6-morpholin-4-yl-pyrimidin-5-yloxy)-3,3-dimethyl-butan-2-ol), [H-].[Na+] (sodium hydride). Solvent: C1CCOC1 (THF). Conditions: time 1.5 hour. The product is C(C)(C)(C)C1COC2=C(N=C(N=C2N2CCOCC2)Cl)O1 (7-tert-Butyl-2-chloro-4-morpholin-4-yl-6,7-dihydro-[1,4]dioxino[2,3-d]pyrimidine). The yield is 109.1%. As a reaction SMILES: [Cl:1][C:2]1[N:7]=[C:6](Cl)[C:5]([O:9][CH2:10][CH:11]([OH:16])[C:12]([CH3:15])([CH3:14])[CH3:13])=[C:4]([N:17]2[CH2:22][CH2:21][O:20][CH2:19][CH2:18]2)[N:3]=1.[H-].[Na+]>C1COCC1>[C:12]([CH:11]1[O:16][C:6]2[N:7]=[C:2]([Cl:1])[N:3]=[C:4]([N:17]3[CH2:22][CH2:21][O:20][CH2:19][CH2:18]3)[C:5]=2[O:9][CH2:10]1)([CH3:15])([CH3:14])[CH3:13] |f:1.2|. Procedure details: To a solution of 1-(2,4-dichloro-6-morpholin-4-yl-pyrimidin-5-yloxy)-3,3-dimethyl-butan-2-ol (255 mg, 0.73 mmol) in THF (10 mL) was added sodium hydride (87 mg, 2.18 mmol, 60% dispersion in mineral oil) and the mixture was stirred at RT for 1.5 hours. The reaction was quenched with saturated aqueous ammonium chloride solution then extracted with ethyl acetate (×2). The combined organic layers were dried (Na2SO4) then passed through a pad of silica eluting with ethyl acetate. The relevant fractio... Procedure details: 340 mg (0.446 mmol) of p-methoxybenzyl 7β-[2-(2-tritylaminothiazol-4-yl) -(Z)-2-methoxyiminoacetamido]-3-hydroxy-3-cephem-4-carboxylate and 146 mg (0.557 mmol) of triphenylphosphine were dissolved in 7 ml of tetrahydrofuran, and a solution of tetrahydrofuran (3.5 ml) of 170 mg (0.446 mmol) of 4,5-bis(4-methoxybenzyloxy)-2-hydroxymethylpyridine was added thereto at -20° C. under nitrogen atmosphere. Then, a solution of 0.087 ml (0.55 mmol) of diethylazodicarboxylate in 3.5 ml of tetrahydrofuran w... The product is C(C1=CC=CC=C1)(C1=CC=CC=C1)(C1=CC=CC=C1)NC=1SC=C(N1)/C(/C(=O)N[C@H]1[C@@H]2N(C(=CC(S2)OCC2=CC(=C(C=N2)OCC2=CC=C(C=C2)OC)OCC2=CC=C(C=C2)OC)C(=O)OCC2=CC=C(C=C2)OC)C1=O)=N/OC (p-methoxybenzyl 7β-[2-(2-tritylaminothiazol-4-yl)-(Z) -2-methoxyiminoacetamido]-[3,4-bis(4-methoxybenzyloxy) -6-pyridylmethoxy]-3-cephem-4-carboxylate). Starting materials: CCOC(=O)/N=N/C(=O)OCC (diethylazodicarboxylate), COC1=CC=C(COC2=CC(=NC=C2OCC2=CC=C(C=C2)OC)CO)C=C1 (4,5-bis(4-methoxybenzyloxy)-2-hydroxymethylpyridine), C(C1=CC=CC=C1)(C1=CC=CC=C1)(C1=CC=CC=C1)NC=1SC=C(N1)/C(/C(=O)N[C@H]1[C@@H]2N(C(=C(CS2)O)C(=O)OCC2=CC=C(C=C2)OC)C1=O)=N/OC (p-methoxybenzyl 7β-[2-(2-tritylaminothiazol-4-yl) -(Z)-2-methoxyiminoacetamido]-3-hydroxy-3-cephem-4-carboxylate), C1(=CC=CC=C1)P(C1=CC=CC=C1)C1=CC=CC=C1 (triphenylphosphine). Yield: 64.8%. Reaction SMILES: [C:1]([NH:20][C:21]1[S:22][CH:23]=[C:24](/[C:26](=[N:52]/[O:53][CH3:54])/[C:27]([NH:29][C@@H:30]2[C:50](=[O:51])[N:32]3[C:33]([C:38]([O:40][CH2:41][C:42]4[CH:47]=[CH:46][C:45]([O:48][CH3:49])=[CH:44][CH:43]=4)=[O:39])=[C:34](O)[CH2:35][S:36][C@H:31]23)=[O:28])[N:25]=1)([C:14]1[CH:19]=[CH:18][CH:17]=[CH:16][CH:15]=1)([C:8]1[CH:13]=[CH:12][CH:11]=[CH:10][CH:9]=1)[C:2]1[CH:7]=[CH:6][CH:5]=[CH:4][CH:3]=1.C1(P(C2C=CC=CC=2)C2C=CC=CC=2)C=CC=CC=1.[CH3:74][O:75][C:76]1[CH:101]=[CH:100][C:79]([CH2:80][O:81][C:82]2[C:87]([O:88][CH2:89][C:90]3[CH:95]=[CH:94][C:93]([O:96][CH3:97])=[CH:92][CH:91]=3)=[CH:86][N:85]=[C:84]([CH2:98][OH:99])[CH:83]=2)=[CH:78][CH:77]=1.CCOC(/N=N/C(OCC)=O)=O>O1CCCC1.C(OC(=O)C)C>[C:1]([NH:20][C:21]1[S:22][CH:23]=[C:24](/[C:26](=[N:52]/[O:53][CH3:54])/[C:27]([NH:29][C@@H:30]2[C:50](=[O:51])[N:32]3[C:33]([C:38]([O:40][CH2:41][C:42]4[CH:43]=[CH:44][C:45]([O:48][CH3:49])=[CH:46][CH:47]=4)=[O:39])=[CH:34][CH:35]([O:99][CH2:98][C:84]4[N:85]=[CH:86][C:87]([O:88][CH2:89][C:90]5[CH:91]=[CH:92][C:93]([O:96][CH3:97])=[CH:94][CH:95]=5)=[C:82]([O:81][CH2:80][C:79]5[CH:78]=[CH:77][C:76]([O:75][CH3:74])=[CH:101][CH:100]=5)[CH:83]=4)[S:36][C@H:31]23)=[O:28])[N:25]=1)([C:14]1[CH:15]=[CH:16][CH:17]=[CH:18][CH:19]=1)([C:8]1[CH:13]=[CH:12][CH:11]=[CH:10][CH:9]=1)[C:2]1[CH:7]=[CH:6][CH:5]=[CH:4][CH:3]=1. Conditions: time 1 hour. The solvent is O1CCCC1 (tetrahydrofuran), C(C)OC(C)=O (ethylacetate), O1CCCC1 (tetrahydrofuran), O1CCCC1 (tetrahydrofuran). The reactants are C(C)N(C(C)C)C(C)C (Ethyldiisopropylamine), COCCl (methoxymethylchloride), BrC=1C=C(C(=C(C=O)C1)O)OC (5-bromo-2-hydroxy-3-methoxybenzaldehyde). Run in ClCCl (dichloromethane). Run at time 2 hour. The product is BrC=1C=C(C(=C(C=O)C1)OCOC)OC (5-bromo-3-methoxy-2-methoxymethoxybenzaldehyde). The yield is 106.8%. Reaction SMILES: C(N(C(C)C)C(C)C)C.[CH3:10][O:11][CH2:12]Cl.[Br:14][C:15]1[CH:16]=[C:17]([O:24][CH3:25])[C:18]([OH:23])=[C:19]([CH:22]=1)[CH:20]=[O:21]>ClCCl>[Br:14][C:15]1[CH:16]=[C:17]([O:24][CH3:25])[C:18]([O:23][CH2:10][O:11][CH3:12])=[C:19]([CH:22]=1)[CH:20]=[O:21]. Procedure details: Ethyldiisopropylamine (3.01 ml, 17.1 mmol) and methoxymethylchloride (1.5 ml, 15.7 mmol) were added to a dichloromethane solution (30 ml) of 5-bromo-2-hydroxy-3-methoxybenzaldehyde (3.3 g, 14.3 mmol) under ice cooling, and the mixture was stirred at room temperature for 2 hours. The reaction solution was washed with water, dried over magnesium sulfate, and concentrated under reduced pressure. The obtained residue was purified by silica gel column chromatography (n-hexane:ethyl acetate=3:1→11:9).... Starting materials: BrC=1C(=NC(=C(C(=O)N[C@H]2[C@@H](CCCC2)O)C1)C(F)(F)F)OCC1=NC=CC=C1 (5-bromo-N-((1R,2R)-2-hydroxy-cyclohexyl)-6-(pyridin-2-ylmethoxy)-2-trifluoromethyl-nicotinamide), ClC=1C=C(C=CC1Cl)B(O)O (3,4-dichlorophenylboronic acid). Yields the product ClC=1C=C(C=CC1Cl)C=1C(=NC(=C(C(=O)N[C@H]2[C@@H](CCCC2)O)C1)C(F)(F)F)OCC1=NC=CC=C1 (5-(3,4-Dichloro-phenyl)-N-((1R,2R)-2-hydroxy-cyclohexyl)-6-(pyridin-2-ylmethoxy)-2-trifluoromethyl-nicotinamide). As a reaction SMILES: Br[C:2]1[C:3]([O:22][CH2:23][C:24]2[CH:29]=[CH:28][CH:27]=[CH:26][N:25]=2)=[N:4][C:5]([C:18]([F:21])([F:20])[F:19])=[C:6]([CH:17]=1)[C:7]([NH:9][C@@H:10]1[CH2:15][CH2:14][CH2:13][CH2:12][C@H:11]1[OH:16])=[O:8].[Cl:30][C:31]1[CH:32]=[C:33](B(O)O)[CH:34]=[CH:35][C:36]=1[Cl:37]>>[Cl:30][C:31]1[CH:32]=[C:33]([C:2]2[C:3]([O:22][CH2:23][C:24]3[CH:29]=[CH:28][CH:27]=[CH:26][N:25]=3)=[N:4][C:5]([C:18]([F:19])([F:20])[F:21])=[C:6]([CH:17]=2)[C:7]([NH:9][C@@H:10]2[CH2:15][CH2:14][CH2:13][CH2:12][C@H:11]2[OH:16])=[O:8])[CH:34]=[CH:35][C:36]=1[Cl:37]. Procedure: The title compound was synthesized in analogy to Example 1d, using 5-bromo-N-((1R,2R)-2-hydroxy-cyclohexyl)-6-(pyridin-2-ylmethoxy)-2-trifluoromethyl-nicotinamide and 3,4-dichlorophenylboronic acid as starting materials, MS (ISP) 540.1 (M+H)+. The reactants are ClC=1N=NC(=CC1)C1=NC(=NO1)C (3-chloro-6-(3-methyl-1,2,4-oxadiazol-5-yl)pyridazine), Cl.N1CC2(CC1)OC1=C(C2)C=CC=C1 (3H-spiro[1-benzofuran-2,3′-pyrrolidine] hydrochloride), C([O-])([O-])=O.[K+].[K+] (potassium carbonate), O (water). The solvent is CN(C)C=O (DMF). Yields the product CC1=NOC(=N1)C1=CC=C(N=N1)N1CC2(CC1)OC1=C(C2)C=CC=C1 (1′-[6-(3-methyl-1,2,4-oxadiazol-5-yl)pyridazin-3-yl]-3H-spiro[1-benzofuran-2,3′-pyrrolidine]). Isolated yield 52.6%. RXN SMILES: Cl[C:2]1[N:3]=[N:4][C:5]([C:8]2[O:12][N:11]=[C:10]([CH3:13])[N:9]=2)=[CH:6][CH:7]=1.Cl.[NH:15]1[CH2:19][CH2:18][C:17]2([CH2:23][C:22]3[CH:24]=[CH:25][CH:26]=[CH:27][C:21]=3[O:20]2)[CH2:16]1.C(=O)([O-])[O-].[K+].[K+].O>CN(C=O)C>[CH3:13][C:10]1[N:9]=[C:8]([C:5]2[N:4]=[N:3][C:2]([N:15]3[CH2:19][CH2:18][C:17]4([CH2:23][C:22]5[CH:24]=[CH:25][CH:26]=[CH:27][C:21]=5[O:20]4)[CH2:16]3)=[CH:7][CH:6]=2)[O:12][N:11]=1 |f:1.2,3.4.5|. Procedure: A mixture of 3-chloro-6-(3-methyl-1,2,4-oxadiazol-5-yl)pyridazine (39 mg) obtained in Example 43(2), 3H-spiro[1-benzofuran-2,3′-pyrrolidine] hydrochloride (42 mg) and potassium carbonate (55 mg) was stirred in DMF (5 mL) at 120° C. overnight. After cooling to room temperature, water was added, and the mixture was extracted with ethyl acetate. The organic layer was washed with saturated brine, and dried over magnesium sulfate. The desiccant was filtered off, and the filtrate was concentrated. The... Starting materials: ClC=1C=C(C(N(N1)C)=O)NC1=NC=C(C=C1)C1CCNCC1 (6-chloro-2-methyl-4-(5-(piperidin-4-yl)pyridin-2-ylamino)pyridazin-3(2H)-one), C=O (formaldehyde), C(C)(=O)O[BH-](OC(C)=O)OC(C)=O.[Na+] (Sodium triacetoxyborohydride), C(=O)(O)[O-].[Na+] (NaHCO3), C(C)(=O)O (Acetic acid). The solvent is C1CCOC1 (THF), O (water). Run at temperature 0 celsius, time 2 hour. Product: ClC=1C=C(C(N(N1)C)=O)NC1=CC=C(C=N1)C1CCN(CC1)C (6-Chloro-2-methyl-4-(1′-methyl-1′,2′,3′,4′,5′,6′-hexahydro-[3,4]bipyridinyl-6-ylamino)-2H-pyridazin-3-one). Isolated yield 89.6%. As a reaction SMILES: [Cl:1][C:2]1[CH:3]=[C:4]([NH:10][C:11]2[CH:16]=[CH:15][C:14]([CH:17]3[CH2:22][CH2:21][NH:20][CH2:19][CH2:18]3)=[CH:13][N:12]=2)[C:5](=[O:9])[N:6]([CH3:8])[N:7]=1.C=O.[C:25](O)(=O)C.C(O[BH-](OC(=O)C)OC(=O)C)(=O)C.[Na+].C([O-])(O)=O.[Na+]>O.C1COCC1>[Cl:1][C:2]1[CH:3]=[C:4]([NH:10][C:11]2[N:12]=[CH:13][C:14]([CH:17]3[CH2:22][CH2:21][N:20]([CH3:25])[CH2:19][CH2:18]3)=[CH:15][CH:16]=2)[C:5](=[O:9])[N:6]([CH3:8])[N:7]=1 |f:3.4,5.6|. Reported procedure: In a 25 mL round-bottomed flask, 6-chloro-2-methyl-4-(5-(piperidin-4-yl)pyridin-2-ylamino)pyridazin-3(2H)-one (620 mg, 1.94 mmol, Eq: 1.00) and formaldehyde (1.57 g, 1.44 ml, 19.4 mmol, Eq: 10) were combined with THF to give a light yellow solution. Acetic acid (116 mg, 111 μl, 1.94 mmol, Eq: 1.00) was added. The reaction mixture was cooled to 0° C. Sodium triacetoxyborohydride (616 mg, 2.91 mmol, Eq: 1.5) was added. The reaction mixture was stirred at room temperature 2 hr. LC/MS showed reactio... Starting materials: CCCC(C)CC(COS(=O)(=O)c1ccc(C)cc1)CC(=O)OC(C)(C)C, CS(C)=O, [N-]=[N+]=[N-], [Na+], O. Yields the product CCCC(C)CC(CN=[N+]=[N-])CC(=O)OC(C)(C)C. Reaction SMILES: [C:1]([CH3:2])([CH3:3])([CH3:4])[O:5][C:6]([CH2:7][CH:8]([CH2:9][CH:10]([CH2:11][CH2:12][CH3:13])[CH3:14])[CH2:15][O:16][S:17]([c:18]1[cH:19][cH:20][c:21]([CH3:22])[cH:23][cH:24]1)(=[O:25])=[O:26])=[O:27].[CH3:32][S:33]([CH3:34])=[O:35].[N-:29]=[N+:30]=[N-:31].[Na+:28].[OH2:36]>>[C:1]([CH3:2])([CH3:3])([CH3:4])[O:5][C:6]([CH2:7][CH:8]([CH2:9][CH:10]([CH2:11][CH2:12][CH3:13])[CH3:14])[CH2:15][N:29]=[N+:30]=[N-:31])=[O:27].